From a dataset of the Open Reaction Database (ORD), a public repository of structured organic reaction records. describe an organic reaction: reactants, conditions, products, and yield The reactants are COc1cc(NC(C)=O)c(C)cc1Br, CO, Cl, [Na+], [OH-], O. Yields the product COc1cc(N)c(C)cc1Br. Reaction SMILES: [Br:1][c:2]1[cH:3][c:4]([CH3:14])[c:5]([NH:10][C:11](=[O:12])[CH3:13])[cH:6][c:7]1[O:8][CH3:9].[CH3:19][OH:20].[ClH:15].[Na+:18].[OH-:17].[OH2:16]>>[Br:1][c:2]1[cH:3][c:4]([CH3:14])[c:5]([NH2:10])[cH:6][c:7]1[O:8][CH3:9]. Starting materials: BrCCCSC1=C(C(=C(C=C1)C(C)=O)O)CCC (4-(3-bromopropylthio)-2-hydroxy-3-propylphenyl -ethanone), C(C)(=O)C1=CC=C(C(=C1OCCCC(=O)OCC)CCC)O (ethyl 4-(6-acetyl-3-hydroxy-2-propylphenoxy)butyrate), [I-].[K+] (potassium iodide), C([O-])([O-])=O.[K+].[K+] (potassium carbonate). Solvent: CC(=O)C (acetone), CC(=O)C (acetone). Yields the product C(C)(=O)C1=CC=C(C(=C1OCCCC(=O)OCC)CCC)OCCCSC1=C(C(=C(C=C1)C(C)=O)O)CCC (ethyl 4-[6-acetyl-3-[3-(4-acetyl-3-hydroxy-2-propylphenylthio)-propoxy]-2-propyl phenoxy]butyrate), crude crystals. Yield: 72.4%. As a reaction SMILES: [C:1]([C:4]1[C:9]([O:10][CH2:11][CH2:12][CH2:13][C:14]([O:16][CH2:17][CH3:18])=[O:15])=[C:8]([CH2:19][CH2:20][CH3:21])[C:7]([OH:22])=[CH:6][CH:5]=1)(=[O:3])[CH3:2].[I-].[K+].C(=O)([O-])[O-].[K+].[K+].Br[CH2:32][CH2:33][CH2:34][S:35][C:36]1[CH:41]=[CH:40][C:39]([C:42](=[O:44])[CH3:43])=[C:38]([OH:45])[C:37]=1[CH2:46][CH2:47][CH3:48]>CC(C)=O>[C:1]([C:4]1[C:9]([O:10][CH2:11][CH2:12][CH2:13][C:14]([O:16][CH2:17][CH3:18])=[O:15])=[C:8]([CH2:19][CH2:20][CH3:21])[C:7]([O:22][CH2:32][CH2:33][CH2:34][S:35][C:36]2[CH:41]=[CH:40][C:39]([C:42](=[O:44])[CH3:43])=[C:38]([OH:45])[C:37]=2[CH2:46][CH2:47][CH3:48])=[CH:6][CH:5]=1)(=[O:3])[CH3:2] |f:1.2,3.4.5|. Reported procedure: To a stirred mixture of ethyl 4-(6-acetyl-3-hydroxy-2-propylphenoxy)butyrate (1.6 g), potassium iodide (0.5 g) and potassium carbonate (1.45 g) in acetone (30 ml) was added drop wise a solution of 4-(3-bromopropylthio)-2-hydroxy-3-propylphenyl -ethanone (1.9 g) in acetone (10 ml) with heating to reflux. After refluxing six hours the mixture was cooled to room temperature and inorganic materials were separated by filtration. The filtrate was concentrated and the residue was separated and purified... Reactants: ClC=1C=NC=2N(C1)N=C(N2)C=O (6-Chloro-[1,2,4]triazolo[1,5-a]pyrimidine-2-carbaldehyde), C1(CCCC1)C1(OC(C=C(C1)O)=O)CCC1=CC(=C(C=C1)C(C#N)(C)C)F (2-{4-[2-(2-cyclopentyl-4-hydroxy-6-oxo-3,6-dihydro-2H-pyran-2-yl)ethyl]-2-fluorophenyl}-2-methylpropanenitrile), C(C)C=1NC(=C(N1)C)C=O (2-ethyl-4-methyl-1H-imidazole-5-carbaldehyde), ClC1=C(C=CC(=C1)CCC1(OC(CC(C1)=O)=O)C1CCCC1)C(C#N)(C)C (2-{2-Chloro-4-[2-(2-cyclopentyl-4,6-dioxo-tetrahydro-pyran-2-yl)-ethyl]-phenyl}-2-methyl-propionitrile). The product is ClC1=C(C=CC(=C1)CCC1(OC(C(=C(C1)O)CC1=NN2C(N=CC(=C2)Cl)=N1)=O)C1CCCC1)C(C#N)(C)C (2-(2-Chloro-4-{2-[5-(6-chloro-[1,2,4]triazolo[1,5-a]pyrimidin-2-ylmethyl)-2-cyclopentyl-4-hydroxy-6-oxo-3,6-dihydro-2H-pyran-2-yl]-ethyl}-phenyl)-2-methyl-propionitrile). RXN SMILES: [Cl:1][C:2]1[CH:3]=[N:4][C:5]2[N:6]([N:8]=[C:9]([CH:11]=O)[N:10]=2)[CH:7]=1.C(C1NC(C=O)=C(C)N=1)C.[Cl:23][C:24]1[CH:29]=[C:28]([CH2:30][CH2:31][C:32]2([CH:40]3[CH2:44][CH2:43][CH2:42][CH2:41]3)[CH2:37][C:36](=[O:38])[CH2:35][C:34](=[O:39])[O:33]2)[CH:27]=[CH:26][C:25]=1[C:45]([CH3:49])([CH3:48])[C:46]#[N:47].C1(C2(CCC3C=CC(C(C)(C)C#N)=C(F)C=3)CC(O)=CC(=O)O2)CCCC1>>[Cl:23][C:24]1[CH:29]=[C:28]([CH2:30][CH2:31][C:32]2([CH:40]3[CH2:41][CH2:42][CH2:43][CH2:44]3)[CH2:37][C:36]([OH:38])=[C:35]([CH2:11][C:9]3[N:10]=[C:5]4[N:4]=[CH:3][C:2]([Cl:1])=[CH:7][N:6]4[N:8]=3)[C:34](=[O:39])[O:33]2)[CH:27]=[CH:26][C:25]=1[C:45]([CH3:49])([CH3:48])[C:46]#[N:47]. Procedure details: The title compound was prepared analogously to Example A(97) where 6-Chloro-[1,2,4]triazolo[1,5-a]pyrimidine-2-carbaldehyde was substituted in place of 2-ethyl-4-methyl-1H-imidazole-5-carbaldehyde and 2-{2-Chloro-4-[2-(2-cyclopentyl-4,6-dioxo-tetrahydro-pyran-2-yl)-ethyl]-phenyl}-2-methyl-propionitrile from Example A(147) (was substituted in place of 2-{4-[2-(2-cyclopentyl-4-hydroxy-6-oxo-3,6-dihydro-2H-pyran-2-yl)ethyl]-2-fluorophenyl}-2-methylpropanenitrile. 1H NMR (400 MHz, CDCl3) δ: 1.17–1.5... Reactants: hydrochloride salt, COC(NCCC(C1=CC=CC=C1)C1=CC=C2C=CNC2=C1)=O ([3-(1H-Indol-6-yl)-3-phenyl-propyl]-carbamic acid methylester), N1C=CC2=CC(=CC=C12)C(CCNC)C1=CC=CC=C1 ([3-(1H-Indol-5-yl)-3-phenyl-propyl]-methyl-amine). Product: N1C=CC2=CC=C(C=C12)C(CCNC)C1=CC=CC=C1 ([3-(1H-Indol-6-yl)-3-phenyl-propyl]-methyl-amine). Isolated yield 24.0%. RXN SMILES: CO[C:3](=O)[NH:4][CH2:5][CH2:6][CH:7]([C:14]1[CH:22]=[C:21]2[C:17]([CH:18]=[CH:19][NH:20]2)=[CH:16][CH:15]=1)[C:8]1[CH:13]=[CH:12][CH:11]=[CH:10][CH:9]=1.N1C2C(=CC(C(C3C=CC=CC=3)CCNC)=CC=2)C=C1>>[NH:20]1[C:21]2[C:17](=[CH:16][CH:15]=[C:14]([CH:7]([C:8]3[CH:13]=[CH:12][CH:11]=[CH:10][CH:9]=3)[CH2:6][CH2:5][NH:4][CH3:3])[CH:22]=2)[CH:18]=[CH:19]1. Procedure details: [3-(1H-Indol-6-yl)-3-phenyl-propyl]-methyl-amine (110 mg, 24% yield) XVI was prepared as a hydrochloride salt from [3-(1H-indol-6-yl)-3-phenyl-propyl]-carbamic acid methylester (XV), using the procedure described for preparation of [3-(1H-indol-5-yl)-3-phenyl-propyl]-methyl-amine XI (see Example 2). MS (M+H)=265. The reactants are S(N)(=O)(=O)C1=CC=2C(=C[N+](=CC2)[O-])S1 (2-sulfamoylthieno[2,3-c]pyridine-6-oxide), S(N)(=O)(=O)C1=CC=2C=NC=CC2S1 (2-sulfamoylthieno[3,2-c]pyridine), S(N)(=O)(=O)C1=CC=2C(=CN=CC2)S1 (2-sulfamoylthieno[2,3-c]pyridine). The product is S(N)(=O)(=O)C1=CC=2C=[N+](C=CC2S1)[O-] (2-Sulfamoylthieno[3,2-c]pyridine-5-oxide). As a reaction SMILES: S(C1SC2=C[N+]([O-])=CC=C2C=1)(=O)(=[O:3])N.[S:15]([C:19]1[S:27][C:26]2[CH:25]=[CH:24][N:23]=[CH:22][C:21]=2[CH:20]=1)(=[O:18])(=[O:17])[NH2:16].S(C1SC2=CN=CC=C2C=1)(=O)(=O)N>>[S:15]([C:19]1[S:27][C:26]2[CH:25]=[CH:24][N+:23]([O-:3])=[CH:22][C:21]=2[CH:20]=1)(=[O:17])(=[O:18])[NH2:16]. Procedure details: The title compound was prepared according to the procedure described for 2-sulfamoylthieno[2,3-c]pyridine-6-oxide (Example 3) except 2-sulfamoylthieno[3,2-c]pyridine was substituted for 2-sulfamoylthieno[2,3-c]pyridine. The title compound was obtained in 69% yield; m.p. 252°-254° C., after recrystallization from dimethyl sulfoxide/ethanol. Starting materials: CI, C, CC1(c2nnc(S)n(N)c2=O)CC1, [Na+], [OH-]. Yields the product CSc1nnc(C2(C)CC2)c(=O)n1N. RXN SMILES: [CH3:15][I:16].[CH4:14].[NH2:1][n:2]1[c:3]([SH:13])[n:4][n:5][c:6]([C:9]2([CH3:12])[CH2:10][CH2:11]2)[c:7]1=[O:8].[Na+:18].[OH-:17]>>[NH2:1][n:2]1[c:3]([S:13][CH3:14])[n:4][n:5][c:6]([C:9]2([CH3:12])[CH2:10][CH2:11]2)[c:7]1=[O:8]. Starting materials: ClC1=NN=C(C=2C3CCC(C12)CC3)NN (1-Chloro-4-hydrazino-5,6,7,8-tetrahydro-5,8-ethanophthalazine), C(=O)O (formic acid). Yields the product ClC1=NN2C(C=3C4CCC(C13)CC4)=NN=C2 (6-chloro-7,8,9,10-tetrahydro-7,10-ethano(1,2,4)triazolo[3,4-a]phthalazine). The yield is 88.0%. As a reaction SMILES: [Cl:1][C:2]1[C:11]2[CH:10]3[CH2:12][CH2:13][CH:7]([CH2:8][CH2:9]3)[C:6]=2[C:5]([NH:14][NH2:15])=[N:4][N:3]=1.[CH:16](O)=O>>[Cl:1][C:2]1[C:11]2[CH:10]3[CH2:9][CH2:8][CH:7]([CH2:13][CH2:12]3)[C:6]=2[C:5]2=[N:14][N:15]=[CH:16][N:4]2[N:3]=1. Reported procedure: 1-Chloro-4-hydrazino-5,6,7,8-tetrahydro-5,8-ethanophthalazine (2.5 grams, 0.111 mol) was mixed with 150 milliliters of formic acid. The mixture was heated at the boiling temperature under reflux for 2 hours, then evaporated to dryness. The residue was triturated with saturated aqueous sodium bicarbonate. The resulting white solid was collected, washed with water and air dried to yield 23.0 grams (88% yield) of 6-chloro-7,8,9,10-tetrahydro-7,10-ethano(1,2,4)triazolo[3,4-a]phthalazine, melting at ... Reactants: C(C)(C)(C)OC(N[C@@H](CC1CCC1)C(C(=O)NC1CC1)O)=O (Tert-butyl-(2S)-1-cyclobutyl-4-(cyclopropylamino)-3-hydroxy-4-oxobutan-2-ylcarbamate), FC(C(=O)O)(F)F (trifluoroacetic acid). Run in ClCCl (dichloromethane). Reaction conditions: time 1 hour. Yields the product FC(C(=O)O)(F)F.N[C@H](C(C(=O)NC1CC1)O)CC1CCC1 ((3S)-3-amino-4-cyclobutyl-N-cyclopropyl-2-hydroxy-butanamide trifluoroacetic acid salt). As a reaction SMILES: C(OC(=O)[NH:7][C@H:8]([CH:14]([OH:21])[C:15]([NH:17][CH:18]1[CH2:20][CH2:19]1)=[O:16])[CH2:9][CH:10]1[CH2:13][CH2:12][CH2:11]1)(C)(C)C.[F:23][C:24]([F:29])([F:28])[C:25]([OH:27])=[O:26]>ClCCl>[F:23][C:24]([F:29])([F:28])[C:25]([OH:27])=[O:26].[NH2:7][C@@H:8]([CH2:9][CH:10]1[CH2:11][CH2:12][CH2:13]1)[CH:14]([OH:21])[C:15]([NH:17][CH:18]1[CH2:20][CH2:19]1)=[O:16] |f:3.4|. Procedure: Tert-butyl-(2S)-1-cyclobutyl-4-(cyclopropylamino)-3-hydroxy-4-oxobutan-2-ylcarbamate (51 mg, 0.165 mmol) was dissolved in dichloromethane (3.0 mL) and trifluoroacetic acid (3.0 mL) was added. After stirring for 1 hour at room temperature, the reaction mixture was evaporated to dryness to give (3S)-3-amino-4-cyclobutyl-N-cyclopropyl-2-hydroxy-butanamide trifluoroacetic acid salt as a white solid. A solution of (2S,4R)-1-((S)-2-(3-tert-butylureido)-3,3-dimethylbutanoyl)-4-(7-methoxy-2-(1H-pyrazol-... The yield is 30.6%. As a reaction SMILES: [C:1]1([CH:7]([CH3:9])[CH3:8])[CH:6]=[CH:5][CH:4]=[CH:3][CH:2]=1.[OH:10]O>>[C:7]([C:1]1[CH:6]=[CH:5][CH:4]=[CH:3][CH:2]=1)(=[O:10])[CH3:9].[C:1]1([C:7]([OH:10])([CH3:9])[CH3:8])[CH:6]=[CH:5][CH:4]=[CH:3][CH:2]=1. Starting materials: C1(=CC=CC=C1)C(C)C (cumene), C1(=CC=CC=C1)C(C)C (cumene), OO (hydrogen peroxide). Procedure details: The procedure of Example III was repeated, but this time cumene (0.056 moles) and hydrogen peroxide (35%, 0.22 moles) were used. The reaction mixture, analysed by HPLC, revealed that 87.4% of the cumene had been consumed, yielding products including acetophenone (43.1% yield) and 2-phenyl-2-propanol (30.6% yield). Product: C(C)(=O)C1=CC=CC=C1 (acetophenone), C1(=CC=CC=C1)C(C)(C)O (2-phenyl-2-propanol). Reactants: O=C(O)Cc1ccc(Br)cc1[N+](=O)[O-], CCO, O=S(=O)(O)O, [Zn]. The product is O=C1Cc2ccc(Br)cc2N1. RXN SMILES: [Br:1][c:2]1[cH:3][c:4]([N+:12]([O-:13])=[O:14])[c:5]([CH2:8][C:9](=[O:10])[OH:11])[cH:6][cH:7]1.[CH3:20][CH2:21][OH:22].[S:15](=[O:16])(=[O:17])([OH:18])[OH:19].[Zn:23]>>[Br:1][c:2]1[cH:3][c:4]2[c:5]([cH:6][cH:7]1)[CH2:8][C:9](=[O:10])[NH:12]2.